Task: describe an organic reaction: reactants, conditions, products, and yield. Dataset: the Open Reaction Database (ORD), a public repository of structured organic reaction records Reactants: P(OC1=CC=CC=C1)(OC1=CC=CC=C1)OC1=CC=CC=C1 (triphenyl phosphite), N1C=NC=C1 (imidazole), C1(=CC=CC=C1)C(O)(C1=CC=CC=C1)C1=CC=CC=C1 (triphenylmethanol). The solvent is N1=CC=CC=C1 (pyridine). The product is C1(=CC=CC=C1)C(N1C=NC=C1)(C1=CC=CC=C1)C1=CC=CC=C1 (1-triphenylmethylimidazole). The yield is 82.6%. Reaction SMILES: P(OC1C=CC=CC=1)(OC1C=CC=CC=1)OC1C=CC=CC=1.[NH:23]1[CH:27]=[CH:26][N:25]=[CH:24]1.[C:28]1([C:34]([C:42]2[CH:47]=[CH:46][CH:45]=[CH:44][CH:43]=2)([C:36]2[CH:41]=[CH:40][CH:39]=[CH:38][CH:37]=2)O)[CH:33]=[CH:32][CH:31]=[CH:30][CH:29]=1>N1C=CC=CC=1>[C:28]1([C:34]([C:36]2[CH:37]=[CH:38][CH:39]=[CH:40][CH:41]=2)([C:42]2[CH:43]=[CH:44][CH:45]=[CH:46][CH:47]=2)[N:23]2[CH:27]=[CH:26][N:25]=[CH:24]2)[CH:29]=[CH:30][CH:31]=[CH:32][CH:33]=1. Procedure: A mixture of pyridine (15 ml), triphenyl phosphite (1.55 g, 5 mmole), imidazole (0.68 g, 10 mmole) and triphenylmethanol (2.08 g, 8 mmole) was refluxed for 3 hours. The reaction mixture was treated in the same manner as in Example 11 to give 2.05 g of 1-triphenylmethylimidazole as colorless needles. Yield, 82.7%. M.P., 218°-221° C. The reactants are ClC1=NC(=C(C=2N1C(NN2)=O)C2=CC=C(C=C2)Cl)C2=CC=C(C=C2)Cl (5-chloro-7,8-bis(4-chlorophenyl)-[1,2,4]triazolo[4,3-c]pyrimidin-3(2H)-one), CN (methylamine), C(C)(C)N(C(C)C)CC (N,N-diisopropylethylamine). Run in C1CCOC1 (THF). Reaction conditions: time 5 hour. Yields the product CNC1=NC(=C(C=2N1C(NN2)=O)C2=CC=C(C=C2)Cl)C2=CC=C(C=C2)Cl (5-(methylamino)-7,8-bis(4-chlorophenyl)-[1,2,4]triazolo[4,3-c]pyrimidin-3(2H)-one). Reaction SMILES: Cl[C:2]1[N:7]2[C:8](=[O:11])[NH:9][N:10]=[C:6]2[C:5]([C:12]2[CH:17]=[CH:16][C:15]([Cl:18])=[CH:14][CH:13]=2)=[C:4]([C:19]2[CH:24]=[CH:23][C:22]([Cl:25])=[CH:21][CH:20]=2)[N:3]=1.CN.[CH:28]([N:31](CC)C(C)C)(C)C>C1COCC1>[CH3:28][NH:31][C:2]1[N:7]2[C:8](=[O:11])[NH:9][N:10]=[C:6]2[C:5]([C:12]2[CH:13]=[CH:14][C:15]([Cl:18])=[CH:16][CH:17]=2)=[C:4]([C:19]2[CH:24]=[CH:23][C:22]([Cl:25])=[CH:21][CH:20]=2)[N:3]=1. Procedure: To a stirring solution of 5-chloro-7,8-bis(4-chlorophenyl)-[1,2,4]triazolo[4,3-c]pyrimidin-3(2H)-one (36 mg, 0.09 mmol) in 1 mL THF was added methylamine (2 M in THF, 0.13 mL, 0.26 mmol), followed by N,N-diisopropylethylamine (12 mg, 0.09 mmol). The reaction mixture was stirred at room temperature for 5 h and then concentrated under reduced pressure. The resulting crude title compound was used in the next step without further purification. HPLC/MS: retention time=4.06 min, [M+H]30 =386.